This data is from the Open Reaction Database (ORD), a public repository of structured organic reaction records. The task is: describe an organic reaction: reactants, conditions, products, and yield Reaction SMILES: [CH2:28]([c:29]1[cH:30][cH:31][cH:32][cH:33][cH:34]1)[N:35]1[CH2:36][CH:37]([CH:48]([CH3:49])[OH:50])[CH:38]([c:40]2[cH:41][c:42]([Cl:47])[c:43]([Cl:46])[cH:44][cH:45]2)[CH2:39]1.[CH2:51]1[O:52][CH2:53][CH2:54][CH2:55]1.[Cl:20][c:21]1[cH:22][cH:23][c:24]([OH:27])[n:25][cH:26]1.[c:1]1([P:2]([c:3]2[cH:4][cH:5][cH:6][cH:7][cH:8]2)[c:9]2[cH:10][cH:11][cH:12][cH:13][cH:14]2)[cH:15][cH:16][cH:17][cH:18][cH:19]1>>[Cl:20][c:21]1[cH:22][cH:23][c:24]([O:27][CH:48]([CH:37]2[CH2:36][N:35]([CH2:28][c:29]3[cH:30][cH:31][cH:32][cH:33][cH:34]3)[CH2:39][CH:38]2[c:40]2[cH:41][c:42]([Cl:47])[c:43]([Cl:46])[cH:44][cH:45]2)[CH3:49])[n:25][cH:26]1. Reactants: CC(O)C1CN(Cc2ccccc2)CC1c1ccc(Cl)c(Cl)c1, C1CCOC1, Oc1ccc(Cl)cn1, c1ccc(P(c2ccccc2)c2ccccc2)cc1. Product: CC(Oc1ccc(Cl)cn1)C1CN(Cc2ccccc2)CC1c1ccc(Cl)c(Cl)c1. The reactants are Cl (HCl), O1C(=CC2=C1C=CC=C2)C(=O)O (Benzofuran-2-carboxylic acid), C(C(=O)Cl)(=O)Cl (oxalyl chloride), NC1=CC=C(C=C1)C1=CC=C(C=C1)S(=O)(=O)O (4′-amino-biphenyl-4-sulfonic acid), C(C)(C)N(C(C)C)CC (N,N-diisopropylethylamine). Solvent: CN(C)C=O (DMF), C1CCOC1 (THF). Conditions: time 4 hour. Product: O1C(=CC2=C1C=CC=C2)C(=O)NC2=CC=C(C=C2)C2=CC=C(C=C2)S(=O)(=O)O (4′-[(benzofuran-2-carbonyl)-amino]-biphenyl-4-sulfonic acid). The yield is 85.8%. Reaction SMILES: [O:1]1[C:5]2[CH:6]=[CH:7][CH:8]=[CH:9][C:4]=2[CH:3]=[C:2]1[C:10]([OH:12])=O.C(Cl)(=O)C(Cl)=O.[NH2:19][C:20]1[CH:25]=[CH:24][C:23]([C:26]2[CH:31]=[CH:30][C:29]([S:32]([OH:35])(=[O:34])=[O:33])=[CH:28][CH:27]=2)=[CH:22][CH:21]=1.C(N(CC)C(C)C)(C)C.Cl>C1COCC1.CN(C=O)C>[O:1]1[C:5]2[CH:6]=[CH:7][CH:8]=[CH:9][C:4]=2[CH:3]=[C:2]1[C:10]([NH:19][C:20]1[CH:25]=[CH:24][C:23]([C:26]2[CH:31]=[CH:30][C:29]([S:32]([OH:35])(=[O:33])=[O:34])=[CH:28][CH:27]=2)=[CH:22][CH:21]=1)=[O:12]. Procedure details: Benzofuran-2-carboxylic acid (310 mg, 1.9 mmol) was mixed with 3 ml of oxalyl chloride and refluxed for 1 h in the presence of a catalytic amount of DMF, then the excess oxalyl chloride was removed by vacuum. The residue was dissolved in 4 ml of dichloromethane and was added to a mixture of 400 mg (1.6 mmol) of 4′-amino-biphenyl-4-sulfonic acid, N,N-diisopropylethylamine (0.92 ml, 4 eq) and 4 ml of THF in an ice/water bath. The mixture was stirred at room temperature for 4 h. The reaction mixtur... Reactants: F[B-](F)(F)F, CCOC(=O)c1cnn(CC)c1C(=O)O, CCN(C(C)C)C(C)C, CN(C)C=O, O, Nc1ccn2cc(-c3ccccc3)nc2n1, CN(C)C(On1nnc2ccccc21)=[N+](C)C. Yields the product CCOC(=O)c1cnn(CC)c1C(=O)Nc1ccn2cc(-c3ccccc3)nc2n1. As a reaction SMILES: [B-:1]([F:2])([F:3])([F:4])[F:5].[CH2:32]([CH3:33])[O:34][C:35](=[O:36])[c:37]1[c:38]([C:44](=[O:45])[OH:46])[n:39]([CH2:42][CH3:43])[n:40][cH:41]1.[CH:23]([N:24]([CH:25]([CH3:26])[CH3:27])[CH2:28][CH3:29])([CH3:30])[CH3:31].[O:63]=[CH:64][N:65]([CH3:66])[CH3:67].[OH2:68].[c:47]1(-[c:53]2[n:54][c:55]3[n:56]([cH:57][cH:58][c:59]([NH2:61])[n:60]3)[cH:62]2)[cH:48][cH:49][cH:50][cH:51][cH:52]1.[n:6]1([O:7][C:8]([N:9]([CH3:10])[CH3:11])=[N+:12]([CH3:13])[CH3:14])[c:15]2[cH:16][cH:17][cH:18][cH:19][c:20]2[n:21][n:22]1>>[CH2:32]([CH3:33])[O:34][C:35](=[O:36])[c:37]1[c:38]([C:44](=[O:46])[NH:61][c:59]2[cH:58][cH:57][n:56]3[c:55]([n:54][c:53](-[c:47]4[cH:48][cH:49][cH:50][cH:51][cH:52]4)[cH:62]3)[n:60]2)[n:39]([CH2:42][CH3:43])[n:40][cH:41]1. The reactants are C(O)([O-])=O (hydrogencarbonate), CO (methanol), C(C)(=O)OC1=CC=C(C=C1)C(C1=C(C(=O)NC2=C(C=C(C=C2)OC)OC)C=CC=C1)C1=CC=C(C=C1)OC(C)=O (2-[Bis(4-acetoxyphenyl)methyl]-N-(2,4-dimethoxyphenyl)benzamide). Run in [Na] (sodium). Yields the product OC1=CC=C(C=C1)C(C1=C(C(=O)NC2=C(C=C(C=C2)OC)OC)C=CC=C1)C1=CC=C(C=C1)O (2-[Bis(4-hydroxyphenyl)methyl]-N-(2,4-dimethoxyphenyl)benzamide). Isolated yield 56.0%. As a reaction SMILES: C(=O)([O-])O.CO.C([O:10][C:11]1[CH:16]=[CH:15][C:14]([CH:17]([C:37]2[CH:42]=[CH:41][C:40]([O:43]C(=O)C)=[CH:39][CH:38]=2)[C:18]2[CH:36]=[CH:35][CH:34]=[CH:33][C:19]=2[C:20]([NH:22][C:23]2[CH:28]=[CH:27][C:26]([O:29][CH3:30])=[CH:25][C:24]=2[O:31][CH3:32])=[O:21])=[CH:13][CH:12]=1)(=O)C>[Na]>[OH:43][C:40]1[CH:41]=[CH:42][C:37]([CH:17]([C:14]2[CH:13]=[CH:12][C:11]([OH:10])=[CH:16][CH:15]=2)[C:18]2[CH:36]=[CH:35][CH:34]=[CH:33][C:19]=2[C:20]([NH:22][C:23]2[CH:28]=[CH:27][C:26]([O:29][CH3:30])=[CH:25][C:24]=2[O:31][CH3:32])=[O:21])=[CH:38][CH:39]=1 |^1:46|. Procedure: In a mixture of 50 ml of saturated aqueous sodium. hydrogencarbonate solution and 50 ml of methanol was suspended 2.6 g of Compound 2 prepared in Example 1, and the suspension was heated under reflux for 30 minutes. The resulting mixture was concentrated under reduced pressure, and water was added to the residue. The resulting mixture was extracted with ethyl acetate, and the extract was dried over anhydrous magnesium sulfate. After concentration under reduced pressure, the residue was recrystal... Reactants: CCO, NCc1ccccc1, c1ccc(C(c2ccccc2)C2CO2)cc1. Yields the product OC(CNCc1ccccc1)C(c1ccccc1)c1ccccc1. Reaction SMILES: [CH3:25][CH2:26][OH:27].[NH2:17][CH2:18][c:19]1[cH:20][cH:21][cH:22][cH:23][cH:24]1.[c:1]1([CH:7]([CH:8]2[CH2:9][O:10]2)[c:11]2[cH:12][cH:13][cH:14][cH:15][cH:16]2)[cH:2][cH:3][cH:4][cH:5][cH:6]1>>[c:1]1([CH:7]([CH:8]([CH2:9][NH:17][CH2:18][c:19]2[cH:20][cH:21][cH:22][cH:23][cH:24]2)[OH:10])[c:11]2[cH:12][cH:13][cH:14][cH:15][cH:16]2)[cH:2][cH:3][cH:4][cH:5][cH:6]1. Starting materials: BrCc1ccccc1, OCC=CCO, O. Yields the product OCC=CCOCc1ccccc1. RXN SMILES: [Br:7][CH2:8][c:9]1[cH:10][cH:11][cH:12][cH:13][cH:14]1.[CH2:1]([CH:2]=[CH:3][CH2:4][OH:5])[OH:6].[OH2:15]>>[CH2:1]([CH:2]=[CH:3][CH2:4][O:5][CH2:8][c:9]1[cH:10][cH:11][cH:12][cH:13][cH:14]1)[OH:6]. The reactants are C(C)(C)(C)OC(=O)N(CCNCC(=O)OC)C1CC2=CC(=CC=C2CC1)C#N (Methyl ({2-[(tert-butoxycarbonyl)(7-cyano-1,2,3,4-tetrahydronaphthalen-2-yl)amino]ethyl}amino)acetate). The solvent is C(Cl)Cl (DCM), C(=O)(C(F)(F)F)O (TFA). Yields the product O=C1N(CCNC1)C1CCC=2C=CC(=CC2C1)C#N (7-(2-Oxopiperazin-1-yl)-5,6,7,8-tetrahydronaphthalene-2-carbonitrile). RXN SMILES: C(OC([N:8]([CH:17]1[CH2:26][CH2:25][C:24]2[C:19](=[CH:20][C:21]([C:27]#[N:28])=[CH:22][CH:23]=2)[CH2:18]1)[CH2:9][CH2:10][NH:11][CH2:12][C:13](OC)=[O:14])=O)(C)(C)C>C(Cl)Cl.C(O)(C(F)(F)F)=O>[O:14]=[C:13]1[CH2:12][NH:11][CH2:10][CH2:9][N:8]1[CH:17]1[CH2:18][C:19]2[CH:20]=[C:21]([C:27]#[N:28])[CH:22]=[CH:23][C:24]=2[CH2:25][CH2:26]1. Procedure details: A solution of Methyl ({2-[(tert-butoxycarbonyl)(7-cyano-1,2,3,4-tetrahydronaphthalen-2-yl)amino]ethyl}amino)acetate (145 mg, 0.37 mmol) in 15 mL of anhydrous DCM and 5 mL of TFA was stirred at room temperature for 2-3 hours. The reaction was concentrated. The residue was used directly in the next step. The residue was dissolved in 10 mL of EtOH, and was treated with TEA (5 mL). The mixture was heated to reflux overnight. The reaction was concentrated. The crude material was adsorbed onto silica ...